The task is: describe an organic reaction: reactants, conditions, products, and yield. This data is from the Open Reaction Database (ORD), a public repository of structured organic reaction records. The reactants are [Na] (sodium), CSC=1N(C(C2=C(N1)C=CS2)=O)CCC (2-methylsulfanyl-3-propyl-3H-thieno-[3.2-d]pyrimidin-4-one). The solvent is C(CC)O (n-propanol). The product is C(CC)OC=1N(C(C2=C(N1)C=CS2)=O)CCC (2-propoxy-3-propyl-3H-thieno[3.2-d]pyrimidin-4-one). The yield is 154.7%. Reaction SMILES: [Na].CS[C:4]1[N:5]([CH2:14][CH2:15][CH3:16])[C:6](=[O:13])[C:7]2[S:12][CH:11]=[CH:10][C:8]=2[N:9]=1>C(O)CC>[CH2:6]([O:13][C:4]1[N:5]([CH2:14][CH2:15][CH3:16])[C:6](=[O:13])[C:7]2[S:12][CH:11]=[CH:10][C:8]=2[N:9]=1)[CH2:7][CH3:8] |^1:0|. Procedure details: In a sulfonation flask, 1.66 g (0.02 mol) of sodium propylate and 1.5 g (0.00625 mol) of 2-methylsulfanyl-3-propyl-3H-thieno-[3.2-d]pyrimidin-4-one are stirred in 50 ml of absolute n-propanol for 3 hours under N2 at reflux temperature. The n-propanol is then removed in a water-jet vacuum and the residue is taken up in ethyl acetate/water and extracted three times with water. The organic phase is dried over sodium sulfate and the solvent is removed in the water-jet vacuum, giving the crude produc... Reactants: ice water, COC1=CC=C(C=C1)C=1N=C(NC1C1=CC=C(C=C1)OC)S (4,5-bis(p-methoxyphenyl)-2-mercaptoimidazole), C1(=CC=C(C=C1)S(=O)(=O)OCCOS(=O)(=O)C1=CC=C(C=C1)C)C (ethylene glycol di-p-toluenesulfonate), C([O-])([O-])=O.[K+].[K+] (potassium carbonate). Solvent: CN(C=O)C (dimethylformamide). Conditions: time 3 day. Yields the product COC1=CC=C(C=C1)C1=C(N=C2SCCN21)C2=CC=C(C=C2)OC (2,3-Dihydro-5,6-bis(p-methoxyphenyl)imidazo[2,1-b]thiazole). Isolated yield 61.7%. Reaction SMILES: [CH3:1][O:2][C:3]1[CH:8]=[CH:7][C:6]([C:9]2[N:10]=[C:11]([SH:22])[NH:12][C:13]=2[C:14]2[CH:19]=[CH:18][C:17]([O:20][CH3:21])=[CH:16][CH:15]=2)=[CH:5][CH:4]=1.[C:23]1(C)C=CC(S(OCCOS(C2C=CC(C)=CC=2)(=O)=O)(=O)=O)=C[CH:24]=1.C(=O)([O-])[O-].[K+].[K+]>CN(C)C=O>[CH3:1][O:2][C:3]1[CH:8]=[CH:7][C:6]([C:9]2[N:10]3[C:11]([S:22][CH2:23][CH2:24]3)=[N:12][C:13]=2[C:14]2[CH:19]=[CH:18][C:17]([O:20][CH3:21])=[CH:16][CH:15]=2)=[CH:5][CH:4]=1 |f:2.3.4|. Procedure: A mixture of 46.8 g (0.15 mole) of 4,5-bis(p-methoxyphenyl)-2-mercaptoimidazole, 55.5 g (0.15 mole) of ethylene glycol di-p-toluenesulfonate [Helv. Chim Acta 29 1675 (1946); Chem Abs. 41 1641 g] and 45.5 g (0.33 mole) potassium carbonate in 500 ml dimethylformamide was stirred at room temperature for 3 days. The mixture was poured into ice water and the precipitated product was collected and washed with water. Recrystallization from 1200 ml ethanol gave 31.3 g (61%) of product, m.p. 155°-8°. The reactants are 6, C1(CCCCCC1)=O (cycloheptanone), N1C(=NC=C1)CC1=CC=C(C#N)C=C1 (4-[1-(imidazolyl)methyl]benzonitrile), solution, C(C)(C)[N-]C(C)C.[Li+] (lithium diisopropylamide), O (water). The solvent is C(C)(=O)OCC (ethyl acetate), O1CCCC1 (tetrahydrofuran), O1CCCC1 (tetrahydrofuran). Conditions: time 0.5 hour. Yields the product OC1(CCCCCC1)C(C=1NC=CN1)C1=CC=C(C#N)C=C1 (4-[1-hydroxycyclohept-1-yl-1-(imidazolyl)methyl]benzonitrile). RXN SMILES: [NH:1]1[CH:5]=[CH:4][N:3]=[C:2]1[CH2:6][C:7]1[CH:14]=[CH:13][C:10]([C:11]#[N:12])=[CH:9][CH:8]=1.C([N-]C(C)C)(C)C.[Li+].[C:23]1(=[O:30])[CH2:29][CH2:28][CH2:27][CH2:26][CH2:25][CH2:24]1.O>O1CCCC1.C(OCC)(=O)C>[OH:30][C:23]1([CH:6]([C:7]2[CH:14]=[CH:13][C:10]([C:11]#[N:12])=[CH:9][CH:8]=2)[C:2]2[NH:1][CH:5]=[CH:4][N:3]=2)[CH2:29][CH2:28][CH2:27][CH2:26][CH2:25][CH2:24]1 |f:1.2|. Procedure details: 10 g of 4-[1-(imidazolyl)methyl]benzonitrile is dissolved in 270 ml of tetrahydrofuran and combined at -50° with 40 ml of 1.5-molar solution of lithium diisopropylamide in tetrahydrofuran, stirred for 0.5 hour at -60° combined with 6 5 g of cycloheptanone, stirred further for 1 hour, and heated to 25°. Then water is added, the mixture is diluted with ethyl acetate, washed neutral with water, dried over sodium sulfate, and concentrated to dryness under vacuum, thus producing 16 g of crude 4-[1-hy...